describe an organic reaction: reactants, conditions, products, and yield From a dataset of the Open Reaction Database (ORD), a public repository of structured organic reaction records. The reactants are NC1=CC=CC=C1 (aniline), NC(=O)N (urea), C12CN(CC(CC1)O2)C2=C1C(=NC(=N2)C2=CC=C(C=C2)NC(=O)NCC)N(N=C1)C1CCN(CC1)C(=O)OCC (ethyl 4-(4-(8-oxa-3-azabicyclo[3.2.1]octan-3-yl)-6-(4-(3-ethylureido)phenyl)-1H-pyrazolo[3,4-d]pyrimidin-1-yl)piperidine-1-carboxylate), CN(C1=CC=C(C=C1)N)C (N,N-dimethyl-1,4-phenylenediamine). The product is C12CN(CC(CC1)O2)C2=C1C(=NC(=N2)C2=CC=C(C=C2)NC(=O)NC2=CC=C(C=C2)N(C)C)N(N=C1)C (1-(4-(4-(8-oxa-3-azabicyclo[3.2.1]octan-3-yl)-1-methyl-1H-pyrazolo[3,4-d]pyrimidin-6-yl)phenyl)-3-(4-(dimethylamino)phenyl)urea). As a reaction SMILES: NC(N)=O.[CH:5]12[O:12][CH:9]([CH2:10][CH2:11]1)[CH2:8][N:7]([C:13]1[N:18]=[C:17]([C:19]3[CH:24]=[CH:23][C:22]([NH:25][C:26]([NH:28][CH2:29][CH3:30])=[O:27])=[CH:21][CH:20]=3)[N:16]=[C:15]3[N:31]([CH:34]4CCN(C(OCC)=O)CC4)[N:32]=[CH:33][C:14]=13)[CH2:6]2.[CH3:45][N:46]([CH3:54])[C:47]1[CH:52]=CC(N)=[CH:49][CH:48]=1.NC1C=CC=CC=1>>[CH:9]12[O:12][CH:5]([CH2:11][CH2:10]1)[CH2:6][N:7]([C:13]1[N:18]=[C:17]([C:19]3[CH:20]=[CH:21][C:22]([NH:25][C:26]([NH:28][C:29]4[CH:30]=[CH:52][C:47]([N:46]([CH3:54])[CH3:45])=[CH:48][CH:49]=4)=[O:27])=[CH:23][CH:24]=3)[N:16]=[C:15]3[N:31]([CH3:34])[N:32]=[CH:33][C:14]=13)[CH2:8]2. Procedure details: A urea formation procedure similar to that used for the synthesis of ethyl 4-(4-(8-oxa-3-azabicyclo[3.2.1]octan-3-yl)-6-(4-(3-ethylureido)phenyl)-1H-pyrazolo[3,4-d]pyrimidin-1-yl)piperidine-1-carboxylate is used, utilizing N,N-dimethyl-1,4-phenylenediamine as the aniline component. (24%, MS=499.2 (M+H)) The reactants are CC(C)(C)OC(=O)N1CCC1CO, O=[N+]([O-])c1cncc(O)c1. Yields the product CC(C)(C)OC(=O)N1CCC1COc1cncc([N+](=O)[O-])c1. Reaction SMILES: [C:1](=[O:2])([O:3][C:4]([CH3:5])([CH3:6])[CH3:7])[N:8]1[CH:9]([CH2:12][OH:13])[CH2:10][CH2:11]1.[OH:14][c:15]1[cH:16][n:17][cH:18][c:19]([N+:21](=[O:22])[O-:23])[cH:20]1>>[C:1](=[O:2])([O:3][C:4]([CH3:5])([CH3:6])[CH3:7])[N:8]1[CH:9]([CH2:12][O:13][c:15]2[cH:16][n:17][cH:18][c:19]([N+:21](=[O:22])[O-:23])[cH:20]2)[CH2:10][CH2:11]1. The reactants are 3-keto, COC=1CC=2CC[C@@H]3[C@H](CC[C@@]4(C(CC[C@@H]34)=O)CCC)C2CC1 (3-methoxy-13-propylgona-2,5(10)-dien-17-one), C(C=C)[Mg]Br (allyl magnesium bromide), Cl.C(C)(C)O.O (hydrochloric acid isopropanol water), C(C=C)[C@@]1(CC[C@H]2[C@H]3[C@H](CC[C@]12CCC)C=1CC=C(CC1CC3)OC)O (17α-allyl-3-methoxy-13-propylgona-2,5(10)-dien-17-ol). Product: C(C=C)[C@@]1(CC[C@H]2[C@H]3[C@H](CC[C@]12CCC)[C@H]1CCC(C=C1CC3)=O)O (17α-Allyl-17-hydroxy-13-propylgon-4-en-3-one). Reaction SMILES: COC1CC2CC[C@H]3[C@H]4[C@@](CCC)(C(=O)CC4)CC[C@@H]3C=2CC=1.C([Mg]Br)C=C.[CH2:29]([C@@:32]1([OH:54])[C@:40]2([CH2:41][CH2:42][CH3:43])[C@H:35]([C@@H:36]3[CH2:51][CH2:50][C:49]4[CH2:48][C:47]([O:52]C)=[CH:46][CH2:45][C:44]=4[C@H:37]3[CH2:38][CH2:39]2)[CH2:34][CH2:33]1)[CH:30]=[CH2:31].Cl.C(O)(C)C.O>>[CH2:29]([C@@:32]1([OH:54])[C@:40]2([CH2:41][CH2:42][CH3:43])[C@H:35]([C@@H:36]3[CH2:51][CH2:50][C:49]4[C@H:44]([CH2:45][CH2:46][C:47](=[O:52])[CH:48]=4)[C@H:37]3[CH2:38][CH2:39]2)[CH2:34][CH2:33]1)[CH:30]=[CH2:31] |f:3.4.5|. Procedure details: Treat dl-3-methoxy-13-propylgona-2,5(10)-dien-17-one (2.0 g) with allyl magnesium bromide to obtain a glass that is a mixture of dl-17α-allyl-3-methoxy-13-propylgona-2,5(10)-dien-17-ol (minor component) and the Δ5(10) -3-keto and Δ4 -3-keto compounds (major component). Hydrolyze the mixture (in two portions) with hydrochloric acid-isopropanol-water, then chromatograph and crystallize the resultant crude product to obtain the title compound (22% from the starting material), m.p. 135°-137°; ultrav...